Dataset: the Open Reaction Database (ORD), a public repository of structured organic reaction records. Task: describe an organic reaction: reactants, conditions, products, and yield The reactants are BrC1=CC=C(C=C1)C1=CC=C(C=C1)OCCCN1CCCCC1 (1-{3-[(4′-bromobiphenyl-4-yl)oxy]propyl}piperidine), C(C(=O)[O-])(=O)[O-] (oxalate), C1(=CC=CC=C1)P(C1=CC=CC=C1)C1=CC=CC=C1 (triphenylphosphine), C(C#C)N1CCCCC1 (1-prop-2-yn-1-ylpiperidine), cuprous iodide. Solvent: C(C)N(CC)CC (triethylamine). The product is N1(CCCCC1)CC#CC1=CC=C(C=C1)C1=CC=C(C=C1)OCCCN1CCCCC1 (1-(3-{[4′-(3-piperidinoprop-1-yn-1-yl)biphenyl-4-yl]oxy}propyl)piperidine). The yield is 21.4%. RXN SMILES: Br[C:2]1[CH:7]=[CH:6][C:5]([C:8]2[CH:13]=[CH:12][C:11]([O:14][CH2:15][CH2:16][CH2:17][N:18]3[CH2:23][CH2:22][CH2:21][CH2:20][CH2:19]3)=[CH:10][CH:9]=2)=[CH:4][CH:3]=1.[CH2:24]([N:27]1[CH2:32][CH2:31][CH2:30][CH2:29][CH2:28]1)[C:25]#[CH:26].C1(P(C2C=CC=CC=2)C2C=CC=CC=2)C=CC=CC=1.C([O-])(=O)C([O-])=O>C(N(CC)CC)C>[N:27]1([CH2:24][C:25]#[C:26][C:2]2[CH:7]=[CH:6][C:5]([C:8]3[CH:13]=[CH:12][C:11]([O:14][CH2:15][CH2:16][CH2:17][N:18]4[CH2:23][CH2:22][CH2:21][CH2:20][CH2:19]4)=[CH:10][CH:9]=3)=[CH:4][CH:3]=2)[CH2:32][CH2:31][CH2:30][CH2:29][CH2:28]1. Procedure details: Following the procedure described in example 43§C, but starting from 1-{3-[(4′-bromobiphenyl-4-yl)oxy]propyl}piperidine (0.75 g), 1-prop-2-yn-1-ylpiperidine (320 mg), triethylamine (20 mL), cuprous iodide (4.2 mg), triphenylphosphine (20 mg) and bis(triphenylphosphinepalladiumdichloride) affords 179 mg of 1-(3-{[4′-(3-piperidinoprop-1-yn-1-yl)biphenyl-4-yl]oxy}propyl)piperidine which oxalate melts at 195° C. Starting materials: C(C1=CC=CC=C1)OC(=O)N[C@H]1[C@H](CC=CC1)NC(=O)OCC1=CC=CC=C1 (cis-N1,N2-Bis(benzyloxycarbonyl)-4-cyclohexene-1,2-diamine), B (borane), aqueous solution, [OH-].[Na+] (sodium hydroxide), OO (hydrogen peroxide). The solvent is O1CCCC1 (tetrahydrofuran). Run at time 14 hour. The product is C(C1=CC=CC=C1)OC(=O)N[C@H]1[C@H](CC(CC1)O)NC(=O)OCC1=CC=CC=C1 ((1R*,2S*)-N1,N2-Bis(benzyloxycarbonyl)-4-hydroxy-1,2-cyclohexanediamine). Reaction SMILES: [CH2:1]([O:8][C:9]([NH:11][C@@H:12]1[CH2:17][CH:16]=[CH:15][CH2:14][C@@H:13]1[NH:18][C:19]([O:21][CH2:22][C:23]1[CH:28]=[CH:27][CH:26]=[CH:25][CH:24]=1)=[O:20])=[O:10])[C:2]1[CH:7]=[CH:6][CH:5]=[CH:4][CH:3]=1.B.[OH-:30].[Na+].OO>O1CCCC1>[CH2:22]([O:21][C:19]([NH:18][C@@H:13]1[CH2:14][CH2:15][CH:16]([OH:30])[CH2:17][C@@H:12]1[NH:11][C:9]([O:8][CH2:1][C:2]1[CH:3]=[CH:4][CH:5]=[CH:6][CH:7]=1)=[O:10])=[O:20])[C:23]1[CH:28]=[CH:27][CH:26]=[CH:25][CH:24]=1 |f:2.3|. Reported procedure: cis-N1,N2-Bis(benzyloxycarbonyl)-4-cyclohexene-1,2-diamine (10 g) was dissolved in absolute tetrahydrofuran (70 ml), borane-dimethyl sulfide complex (7.4 ml) was added at 0° C., and the mixture was gradually heated to room temperature and stirred for 14 hours. Ice was added to the reaction mixture to decompose excessive borane, and a 1N aqueous solution (80 ml) of sodium hydroxide and 30% aqueous hydrogen peroxide (80 ml) were added to stir the mixture for 1 hour. The reaction mixture was extrac... The reactants are C(CCC)C/1=CN(S\C1=N/C(=O)[C@]1(C([C@H](CC1)C(=O)O)(C)C)C)C(C)(C)C ((1S,3R)-3-({[(5Z)-4-butyl-2-tert-butylisothiazol-5(2H)-ylidene]amino}carbonyl)-2,2,3-trimethylcyclopentanecarboxylic acid), Cl.C1(CC1)N (cyclopropylamine hydrochloride). The product is C(CCC)C/1=CN(S\C1=N/C(=O)[C@]1(C([C@H](CC1)C(=O)NC1CC1)(C)C)C)C(C)(C)C ((1R,3S)—N1-[(5Z)-4-butyl-2-tert-butylisothiazol-5(2H)-ylidene]-N3-cyclopropyl-1,2,2-trimethylcyclopentane-1,3-dicarboxamide). As a reaction SMILES: [CH2:1]([C:5]1=[CH:6][N:7]([C:24]([CH3:27])([CH3:26])[CH3:25])[S:8]/[C:9]/1=[N:10]\[C:11]([C@:13]1([CH3:23])[CH2:17][CH2:16][C@H:15]([C:18]([OH:20])=O)[C:14]1([CH3:22])[CH3:21])=[O:12])[CH2:2][CH2:3][CH3:4].Cl.[CH:29]1([NH2:32])[CH2:31][CH2:30]1>>[CH2:1]([C:5]1=[CH:6][N:7]([C:24]([CH3:25])([CH3:26])[CH3:27])[S:8]/[C:9]/1=[N:10]\[C:11]([C@:13]1([CH3:23])[CH2:17][CH2:16][C@H:15]([C:18]([NH:32][CH:29]2[CH2:31][CH2:30]2)=[O:20])[C:14]1([CH3:22])[CH3:21])=[O:12])[CH2:2][CH2:3][CH3:4] |f:1.2|. Reported procedure: The product from Example 173 and cyclopropylamine hydrochloride (Aldrich) were processed using the method described in Example 178 to afford the title compound. 1H NMR (DMSO-d6) δ 0.30-0.42 (m, 2H), 0.47 (s, 3H), 0.56-0.60 (m, 2H), 0.90 (7.3 Hz, 3H), 1.17 (s, 3H), 1.18 (s, 3H), 1.23-1.44 (m, 3H), 1.56 (s, 9H), 1.56-1.67 (m, 3H), 1.95-2.07 (m, 1H), 2.56-2.67 (m, 4H), 2.71-2.82 (m, 1H), 7.63 (d, J=4.0 Hz, 1H), 8.50 (s, 1H). (ESI+) m/z 434 (M+H)+. Anal. calcd. for C24H39N3O2S: C, 66.47; H, 9.06; N,...